This data is from the Open Reaction Database (ORD), a public repository of structured organic reaction records. The task is: describe an organic reaction: reactants, conditions, products, and yield Starting materials: C[O-].[Na+] (sodium methoxide), O (water), ClC(CC)C(CCC)=O (3-chloro-4-heptanone), C[O-].[Na+] (sodium methoxide), SC(C(C)C)C(CC(C)C)=O (3-mercapto-2,6-dimethyl-4-heptanone). Run in CO (methanol), CO (methanol), CO (methanol). Reaction conditions: time 2 minute. Yields the product C(C)(C)C(C(=O)CC(C)C)SC(C(=O)CCC)CC ((1,3-DIETHYL ACETONYL) (1,3-DIISOPROPYLACETONYL) SULFIDE). Reaction SMILES: O.C[O-].[Na+].[SH:5][CH:6]([C:10](=[O:15])[CH2:11][CH:12]([CH3:14])[CH3:13])[CH:7]([CH3:9])[CH3:8].Cl[CH:17]([C:20](=[O:24])[CH2:21][CH2:22][CH3:23])[CH2:18][CH3:19]>CO>[CH:7]([CH:6]([S:5][CH:17]([CH2:18][CH3:19])[C:20]([CH2:21][CH2:22][CH3:23])=[O:24])[C:10]([CH2:11][CH:12]([CH3:14])[CH3:13])=[O:15])([CH3:9])[CH3:8] |f:1.2|. Procedure details: Into a 50 ml, round bottom, three-necked flask equipped with magnetic stirrer, pot thermometer, "Y" tube, nitrogen inlet tube, reflux condenser with cotton plug, and water bath is placed a solution of 0.65 grams (0.012 moles) of sodium methoxide dissolved in 10 ml anhydrous methanol. While maintaining the temperature of the reaction mass at 24°-27° C, a solution of 2.1 grams of 3-mercapto-2,6-dimethyl-4-heptanone dissolved in 12 ml. anhydrous methanol is added to the sodium methoxide solution. 1... The reactants are C(CC)S(=O)C1=CC(=C(C=C1)N)N (4-(1-propylsulfinyl)-1,2-diaminobenzene), C(C)(=O)O (acetic acid), COC(=O)NC(SC)=NC(=O)OC (1,3-bis(methoxycarbonyl)-S-methyl isothiourea), O (water). Solvent: CO (methanol). The product is C(CC)S(=O)C1=CC2=C(NC(=N2)NC(OC)=O)C=C1 ([5-(Propylsulfinyl)-1H-benzimidazol-2-yl]carbamic acid, methyl ester). Yield: 81.0%. As a reaction SMILES: [CH2:1]([S:4]([C:6]1[CH:11]=[CH:10][C:9]([NH2:12])=[C:8]([NH2:13])[CH:7]=1)=[O:5])[CH2:2][CH3:3].C(O)(=O)C.[CH3:18][O:19][C:20]([NH:22][C:23](=NC(OC)=O)SC)=[O:21].O>CO>[CH2:1]([S:4]([C:6]1[CH:11]=[CH:10][C:9]2[NH:12][C:23]([NH:22][C:20](=[O:21])[O:19][CH3:18])=[N:13][C:8]=2[CH:7]=1)=[O:5])[CH2:2][CH3:3]. Reported procedure: To 3.56 g (18 mMol) 4-(1-propylsulfinyl)-1,2-diaminobenzene in 45 ml methanol is added 1.03 ml acetic acid and 3.84 g (19.8 mMol) 1,3-bis(methoxycarbonyl)-S-methyl isothiourea. The resulting solution is heated to reflux for 21/2 hours, cooled and the solvent stripped. The white solid is digested with water, filtered, washed with ether and dried to yield 4.1 g of the title compound in the form of a white solid, m.p. 215°-216°, yield 81%. Starting materials: CN[C@@H](CCC(=O)O)C(=O)O (N-methylglutamic acid), S(O)(O)(=O)=O (sulfuric acid). Run in O (water). Product: S(=O)(=O)(O)O.CN[C@@H](CCC(=O)O)C(=O)O (N-methylglutamic acid sulfate). Isolated yield 97.8%. Reaction SMILES: [CH3:1][NH:2][C@H:3]([C:9]([OH:11])=[O:10])[CH2:4][CH2:5][C:6]([OH:8])=[O:7].[S:12](=[O:16])(=[O:15])([OH:14])[OH:13]>O>[S:12]([OH:16])([OH:15])(=[O:14])=[O:13].[CH3:1][NH:2][C@H:3]([C:9]([OH:11])=[O:10])[CH2:4][CH2:5][C:6]([OH:8])=[O:7] |f:3.4|. Procedure details: 10.65 g of N-methylglutamic acid was placed in a 250 ml round-bottom flask, and 100 ml of water was added to the flask and stirred by using a magnetic stirrer for 30 minutes. Then, 6.38 g of concentrated sulfuric acid (concentration: 98%) was slowly dropped into the flask under stirring, and stirred for additional 2 hours after dropping. After the reaction, the reaction solution was concentrated, azeotroped with toluene to further remove the water and dried under vacuum to obtain 16.5 g of N-met... The reactants are COC(=O)C(Cc1ccc(OCCn2c(=O)sc3cc(C(=O)c4ccccc4)ccc32)cc1)C(=O)O, CN, ClCCl, O=S(Cl)Cl. Yields the product CNC(=O)C(Cc1ccc(OCCn2c(=O)sc3cc(C(=O)c4ccccc4)ccc32)cc1)C(=O)OC. RXN SMILES: [C:1]([c:2]1[cH:3][cH:4][cH:5][cH:6][cH:7]1)(=[O:8])[c:9]1[cH:10][c:11]2[c:12]([n:13]([CH2:17][CH2:18][O:19][c:20]3[cH:21][cH:22][c:23]([CH2:24][CH:25]([C:26](=[O:27])[OH:28])[C:29](=[O:30])[O:31][CH3:32])[cH:33][cH:34]3)[c:14](=[O:16])[s:15]2)[cH:35][cH:36]1.[CH3:41][NH2:42].[Cl:43][CH2:44][Cl:45].[S:37]([Cl:38])([Cl:39])=[O:40]>>[C:1]([c:2]1[cH:3][cH:4][cH:5][cH:6][cH:7]1)(=[O:8])[c:9]1[cH:10][c:11]2[c:12]([n:13]([CH2:17][CH2:18][O:19][c:20]3[cH:21][cH:22][c:23]([CH2:24][CH:25]([C:26](=[O:27])[NH:42][CH3:41])[C:29](=[O:30])[O:31][CH3:32])[cH:33][cH:34]3)[c:14](=[O:16])[s:15]2)[cH:35][cH:36]1. Starting materials: C1(CC1)C=1C=NC(=NC1)N1CCC(CC1)C1(OC2=C(C1)C=C(C=C2)C2=CCN(CC2)C(=O)OC(C)(C)C)C (tert-Butyl 4-(2-(1-(5-cyclopropylpyrimidin-2-yl)piperidin-4-yl)-2-methyl-2,3-dihydrobenzofuran-5-yl)-5,6-dihydropyridine-1(2H)-carboxylate), C(=O)(C(F)(F)F)O (TFA), FC1=CC(=CC=2CC(OC21)C2(CCN(CC2)C2=NC=C(C=N2)CCC)O)C=2CCNCC2 (4-(7-Fluoro-5-(1,2,3,6-tetrahydropyridin-4-yl)-2,3-dihydrobenzofuran-2-yl)-1-(5-propylpyrimidin-2-yl)piperidin-4-ol). The product is C1(CC1)C=1C=NC(=NC1)N1CCC(CC1)C1(OC2=C(C1)C=C(C=C2)C=2CCNCC2)C (5-Cyclopropyl-2-(4-(2-methyl-5-(1,2,3,6-tetrahydropyridin-4-yl)-2,3-dihydrobenzofuran-2-yl)piperidin-1-yl)pyrimidine). RXN SMILES: [CH:1]1([C:4]2[CH:5]=[N:6][C:7]([N:10]3[CH2:15][CH2:14][CH:13]([C:16]4([CH3:38])[CH2:20][C:19]5[CH:21]=[C:22]([C:25]6[CH2:30][CH2:29][N:28](C(OC(C)(C)C)=O)[CH2:27][CH:26]=6)[CH:23]=[CH:24][C:18]=5[O:17]4)[CH2:12][CH2:11]3)=[N:8][CH:9]=2)[CH2:3][CH2:2]1.C(O)(C(F)(F)F)=O.FC1C2OC(C3(O)CCN(C4N=CC(CCC)=CN=4)CC3)CC=2C=C(C2CCNCC=2)C=1>>[CH:1]1([C:4]2[CH:5]=[N:6][C:7]([N:10]3[CH2:15][CH2:14][CH:13]([C:16]4([CH3:38])[CH2:20][C:19]5[CH:21]=[C:22]([C:25]6[CH2:30][CH2:29][NH:28][CH2:27][CH:26]=6)[CH:23]=[CH:24][C:18]=5[O:17]4)[CH2:12][CH2:11]3)=[N:8][CH:9]=2)[CH2:2][CH2:3]1. Procedure: Compound 11G was prepared from Compound 11F and TFA in a similar manner to the procedure described for Compound 1J in Example 1. LC/MS (m/z)=417 (M+H)+.